This data is from the Open Reaction Database (ORD), a public repository of structured organic reaction records. The task is: describe an organic reaction: reactants, conditions, products, and yield Starting materials: C(#N)C=1C=C(C(=O)CCC(=O)O)C=CC1N1CCOCC1 (3-(3-cyano-4-morpholino-benzoyl)-propionic acid), C=O (formaldehyde), [OH-].[Na+] (sodium hydroxide), ice water, Cl (hydrochloric acid). The solvent is C(C)(=O)OCC (Ethyl acetate). Yields the product C(#N)C=1C=C(C(=O)C2CCC(=O)O2)C=CC1N1CCOCC1 (4-(3-cyano-4-morpholino-benzoyl)-butyrolactone). Reaction SMILES: [C:1]([C:3]1[CH:4]=[C:5]([CH:13]=[CH:14][C:15]=1[N:16]1[CH2:21][CH2:20][O:19][CH2:18][CH2:17]1)[C:6]([CH2:8][CH2:9][C:10](O)=O)=[O:7])#[N:2].[CH2:22]=[O:23].[OH-:24].[Na+].Cl>C(OCC)(=O)C>[C:1]([C:3]1[CH:4]=[C:5]([CH:13]=[CH:14][C:15]=1[N:16]1[CH2:21][CH2:20][O:19][CH2:18][CH2:17]1)[C:6]([CH:8]1[O:24][C:22](=[O:23])[CH2:10][CH2:9]1)=[O:7])#[N:2] |f:2.3|. Procedure details: 10 g of 3-(3-cyano-4-morpholino-benzoyl)-propionic acid are stirred together with 2.98 g of 35% formaldehyde solution and 76.4 ml of 0.5N sodium hydroxide solution for 16 hours at room temperature. The reaction mixture, whilst being cooled with ice-water and stirred, is then rendered acid with concentrated hydrochloric acid, and is stirred for a further 16 hours at room temperature. Ethyl acetate is afterwards added until two clear phases are formed; the aqueous phase is subsequently separated, ... Yields the product CCOC(=O)C(=Cc1cc(OCC)ccc1OCC)C(=O)OCC. Reactants: CCOC(=O)CC(=O)OCC, CCOc1ccc(OCC)c(C=O)c1, C1CCNCC1, CC(=O)O, O, c1ccccc1. RXN SMILES: [C:15]([CH2:16][C:17](=[O:18])[O:19][CH2:20][CH3:21])(=[O:22])[O:23][CH2:24][CH3:25].[CH2:1]([CH3:2])[O:3][c:4]1[c:5]([CH:6]=[O:7])[cH:8][c:9]([O:12][CH2:13][CH3:14])[cH:10][cH:11]1.[CH2:26]1[CH2:27][CH2:28][NH:29][CH2:30][CH2:31]1.[CH3:32][C:33](=[O:34])[OH:35].[OH2:42].[cH:36]1[cH:37][cH:38][cH:39][cH:40][cH:41]1>>[CH2:1]([CH3:2])[O:3][c:4]1[c:5]([CH:6]=[C:16]([C:15](=[O:22])[O:23][CH2:24][CH3:25])[C:17](=[O:18])[O:19][CH2:20][CH3:21])[cH:8][c:9]([O:12][CH2:13][CH3:14])[cH:10][cH:11]1. Reactants: FC=1C=C(C=CC1)C1=C(N=C2N(C1=O)C(=CC=C2)C)CO (3-(3-fluorophenyl)-2-(hydroxymethyl)-6-methyl-4H-pyrido[1,2-a]-pyrimidin-4-one), O=S(Cl)Cl (SOCl2), C(Cl)Cl (DCM). Run in C(Cl)(Cl)Cl (chloroform). Run at time 1 hour. Product: Cl.ClCC=1N=C2N(C(C1C1=CC(=CC=C1)F)=O)C(=CC=C2)C (2-(chloromethyl)-3-(3-fluorophenyl)-6-methyl-4H-pyrido[1,2-a]pyrimidin-4-one hydrochloride). As a reaction SMILES: [F:1][C:2]1[CH:3]=[C:4]([C:8]2[C:13](=[O:14])[N:12]3[C:15]([CH3:19])=[CH:16][CH:17]=[CH:18][C:11]3=[N:10][C:9]=2[CH2:20]O)[CH:5]=[CH:6][CH:7]=1.O=S(Cl)[Cl:24].C(Cl)[Cl:27]>C(Cl)(Cl)Cl>[ClH:24].[Cl:27][CH2:20][C:9]1[N:10]=[C:11]2[CH:18]=[CH:17][CH:16]=[C:15]([CH3:19])[N:12]2[C:13](=[O:14])[C:8]=1[C:4]1[CH:5]=[CH:6][CH:7]=[C:2]([F:1])[CH:3]=1 |f:4.5|. Procedure details: A solution of 3-(3-fluorophenyl)-2-(hydroxymethyl)-6-methyl-4H-pyrido[1,2-a]-pyrimidin-4-one (0.7141 g, 2.512 mmol, Prepared in Example 1) in chloroform (8.373 mL) was treated with SOCl2 (0.9139 mL, 12.56 mmol) dropwise at 0° C., and the reaction mixture was allowed to warm to rt with stirring. After 1 h, the mixture was concd under reduced pressure, co-evaporated three times with DCM, and dried under high vacuum to give 2-(chloromethyl)-3-(3-fluorophenyl)-6-methyl-4H-pyrido[1,2-a]pyrimidin-4-on... The reactants are CC(=O)O, CSc1nc(Cl)c(C=O)c(Cl)n1, Cl, NO, O. The product is CSc1nc(Cl)c(C=NO)c(Cl)n1. Reaction SMILES: [CH3:16][C:17](=[O:18])[OH:19].[Cl:1][c:2]1[n:3][c:4]([S:11][CH3:12])[n:5][c:6]([Cl:10])[c:7]1[CH:8]=[O:9].[ClH:13].[NH2:14][OH:15].[OH2:20]>>[Cl:1][c:2]1[n:3][c:4]([S:11][CH3:12])[n:5][c:6]([Cl:10])[c:7]1[CH:8]=[N:14][OH:15]. Starting materials: ester, C(C1=CC=CC=C1)(=O)NC(C(CN(C(=O)N1[C@H](C(=O)OCC2=CC=CC=C2)CCC1)C)O)CC1=CC=C(C=C1)OCC1=CC=CC=C1 ((±)-1-[[[3-(Benzoylamino)-2-hydroxy-4-[4-(phenylmethoxy)phenyl]butyl]methylamino]carbonyl]-L-proline, phenylmethyl ester). The reagents and catalysts are [Pd] (palladium on carbon). The solvent is CO (methanol). Yields the product C(C1=CC=CC=C1)(=O)NC(C(CN(C(=O)N1[C@H](C(=O)O)CCC1)C)O)CC1=CC=C(C=C1)O ((±)-1-[[[3-(benzoylamino)-4-(4-hydroxyphenyl)-2-hydroxybutyl]methylamino]carbonyl]-L-proline). RXN SMILES: [C:1]([NH:9][CH:10]([CH2:33][C:34]1[CH:39]=[CH:38][C:37]([O:40]CC2C=CC=CC=2)=[CH:36][CH:35]=1)[CH:11]([OH:32])[CH2:12][N:13]([CH3:31])[C:14]([N:16]1[CH2:30][CH2:29][CH2:28][C@H:17]1[C:18]([O:20]CC1C=CC=CC=1)=[O:19])=[O:15])(=[O:8])[C:2]1[CH:7]=[CH:6][CH:5]=[CH:4][CH:3]=1>[Pd].CO>[C:1]([NH:9][CH:10]([CH2:33][C:34]1[CH:35]=[CH:36][C:37]([OH:40])=[CH:38][CH:39]=1)[CH:11]([OH:32])[CH2:12][N:13]([CH3:31])[C:14]([N:16]1[CH2:30][CH2:29][CH2:28][C@H:17]1[C:18]([OH:20])=[O:19])=[O:15])(=[O:8])[C:2]1[CH:7]=[CH:6][CH:5]=[CH:4][CH:3]=1. Reported procedure: The ester product from part (c) is taken up into 125 ml. of methanol containing 400 mg. of palladium on carbon catalyst (10%) and stirred under positive hydrogen pressure for 20 hours. The reaction mixture is filtered and concentrated to dryness in vacuo. The crude product is purified chromatographically to yield (±)-1-[[[3-(benzoylamino)-4-(4-hydroxyphenyl)-2-hydroxybutyl]methylamino]carbonyl]-L-proline. Starting materials: COC(=O)c1sccc1NC(=O)c1ccccc1, C1CCOC1, CO, N. Product: NC(=O)c1sccc1NC(=O)c1ccccc1. RXN SMILES: [C:1]([c:2]1[cH:3][cH:4][cH:5][cH:6][cH:7]1)(=[O:8])[NH:9][c:10]1[c:11]([C:15]([O:17][CH3:16])=[O:18])[s:12][cH:13][cH:14]1.[CH2:22]1[O:23][CH2:24][CH2:25][CH2:26]1.[CH3:20][OH:21].[NH3:19]>>[C:1]([c:2]1[cH:3][cH:4][cH:5][cH:6][cH:7]1)(=[O:8])[NH:9][c:10]1[c:11]([C:15](=[O:17])[NH2:19])[s:12][cH:13][cH:14]1.